This data is from the Open Reaction Database (ORD), a public repository of structured organic reaction records. The task is: describe an organic reaction: reactants, conditions, products, and yield Run in C(Cl)Cl (DCM). RXN SMILES: [F:1][C:2]1[CH:7]=[CH:6][CH:5]=[CH:4][C:3]=1[CH2:8][O:9][C:10]1[CH:15]=[CH:14][C:13]([C@H:16]2[CH2:20][CH2:19][C@:18]3([CH2:24][CH2:23][NH:22][C:21]3=[O:25])[N:17]2C(OC(C)(C)C)=O)=[CH:12][CH:11]=1.C(O)(C(F)(F)F)=O>C(Cl)Cl>[F:1][C:2]1[CH:7]=[CH:6][CH:5]=[CH:4][C:3]=1[CH2:8][O:9][C:10]1[CH:11]=[CH:12][C:13]([C@H:16]2[CH2:20][CH2:19][C@:18]3([CH2:24][CH2:23][NH:22][C:21]3=[O:25])[NH:17]2)=[CH:14][CH:15]=1. Starting materials: FC1=C(C=CC=C1)COC1=CC=C(C=C1)[C@@H]1N([C@@]2(CC1)C(NCC2)=O)C(=O)OC(C)(C)C (1,1-Dimethylethyl (2R,5R)-2-(4-{[(2-fluorophenyl)methyl]oxy}phenyl)-6-oxo-1,7-diazaspiro[4.4]nonane-1-carboxylate), C(=O)(C(F)(F)F)O (TFA). Reaction conditions: time 1 hour. Product: FC1=C(C=CC=C1)COC1=CC=C(C=C1)[C@@H]1N[C@@]2(CC1)C(NCC2)=O ((2R,5R)-2-(4-{[(2-fluorophenyl)methyl]oxy}phenyl)-1,7-diazaspiro[4.4]nonan-6-one). Reported procedure: 1,1-Dimethylethyl (2R,5R)-2-(4-{[(2-fluorophenyl)methyl]oxy}phenyl)-6-oxo-1,7-diazaspiro[4.4]nonane-1-carboxylate (D26, 30 mg) was dissolved in dry DCM (1.5 ml). At 0° C. TFA (0.4 ml) was added and the mixture was stirred at room temperature for 1 h. The mixture was evaporated and the residue purified via a SCX cartridge affording the title compound (23 mg) as a yellowish oil. Rt (HPLC) 3.61 min; MS: (ES/+) m/z: 341 [MH+]. C20H21FN2O2 requires 340. Isolated yield 99.2%.